From a dataset of the Open Reaction Database (ORD), a public repository of structured organic reaction records. describe an organic reaction: reactants, conditions, products, and yield Reactants: ClC(=C(C)C)N(C)C (1-chloro-N,N,2-trimethylpropenylamine), FC(C1=CC=C(/C=C/C(=O)O)C=C1)(F)F (trans-4-(trifluoromethyl)cinnamic acid), C(C1=CC=CC=C1)N1CCN(CC1)C([C@H](CC1=CC=CC=C1)NCC=1C=C2C=CNC2=CC1)=O (1-(4-benzyl-piperazin-1-yl)-2-[(1H-indol-5-ylmethyl)-amino]-(S)-3-phenyl-propan-1-one). The solvent is C(Cl)Cl (DCM). Conditions: time 30 minute. Yields the product C(C1=CC=CC=C1)[C@@H](C(=O)N1CCN(CC1)CC1=CC=CC=C1)N(C(C=CC1=CC=C(C=C1)C(F)(F)F)=O)CC=1C=C2C=CNC2=CC1 (N—[(S)-1-benzyl-2-(4-benzyl-piperazin-1-yl)-2-oxo-ethyl]-N-(1H-indol-5-ylmethyl)-3-(4-trifluoromethyl-phenyl)-acrylamide). Isolated yield 39.0%. As a reaction SMILES: [F:1][C:2]([F:15])([F:14])[C:3]1[CH:13]=[CH:12][C:6](/[CH:7]=[CH:8]/[C:9]([OH:11])=O)=[CH:5][CH:4]=1.ClC(N(C)C)=C(C)C.[CH2:24]([N:31]1[CH2:36][CH2:35][N:34]([C:37](=[O:57])[C@@H:38]([NH:46][CH2:47][C:48]2[CH:49]=[C:50]3[C:54](=[CH:55][CH:56]=2)[NH:53][CH:52]=[CH:51]3)[CH2:39][C:40]2[CH:45]=[CH:44][CH:43]=[CH:42][CH:41]=2)[CH2:33][CH2:32]1)[C:25]1[CH:30]=[CH:29][CH:28]=[CH:27][CH:26]=1>C(Cl)Cl>[CH2:39]([C@H:38]([N:46]([CH2:47][C:48]1[CH:49]=[C:50]2[C:54](=[CH:55][CH:56]=1)[NH:53][CH:52]=[CH:51]2)[C:9](=[O:11])[CH:8]=[CH:7][C:6]1[CH:5]=[CH:4][C:3]([C:2]([F:1])([F:15])[F:14])=[CH:13][CH:12]=1)[C:37]([N:34]1[CH2:33][CH2:32][N:31]([CH2:24][C:25]2[CH:30]=[CH:29][CH:28]=[CH:27][CH:26]=2)[CH2:36][CH2:35]1)=[O:57])[C:40]1[CH:45]=[CH:44][CH:43]=[CH:42][CH:41]=1. Procedure: In an inert atmosphere, trans-4-(trifluoromethyl)cinnamic acid (34 mg, 0.156 mmol) was dissolved in DCM (3 mL) and 1-chloro-N,N,2-trimethylpropenylamine (24 mg, 0.182 mmol) was added at rt. The reaction mixture was stirred for 30 min followed by the addition of 1-(4-benzyl-piperazin-1-yl)-2-[(1H-indol-5-ylmethyl)-amino]-(S)-3-phenyl-propan-1-one (59 mg, 0.13 mmol). Stirring was continued at rt for 3 h. The solvents were evaporated under reduced pressure and the residue was directly purified by p...